This data is from the Open Reaction Database (ORD), a public repository of structured organic reaction records. The task is: describe an organic reaction: reactants, conditions, products, and yield The reactants are C([O-])([O-])=O.[K+].[K+] (potassium carbonate), FC1=C(C=C(N)C=C1)C#C[Si](C)(C)C (4-fluoro-3-[(trimethylsilyl)ethynyl]aniline). The solvent is CO (methanol). Reaction conditions: temperature 20 celsius. The product is C(#C)C=1C=C(N)C=CC1F (3-ethynyl-4-fluoroaniline). The yield is 95.9%. As a reaction SMILES: C(=O)([O-])[O-].[K+].[K+].[F:7][C:8]1[CH:14]=[CH:13][C:11]([NH2:12])=[CH:10][C:9]=1[C:15]#[C:16][Si](C)(C)C>CO>[C:15]([C:9]1[CH:10]=[C:11]([CH:13]=[CH:14][C:8]=1[F:7])[NH2:12])#[CH:16] |f:0.1.2|. Procedure: 16 mg of potassium carbonate are added to a solution of 360 mg of 4-fluoro-3-[(trimethylsilyl)ethynyl]aniline in 5 ml of methanol. After stirring over night under argon and at a temperature in the region of 20° C., the medium is concentrated to dryness under reduced pressure, then taken up in 8 ml of water and neutralized with a few drops of hydrochloric acid (1 N), and then extracted three times with diethyl ether. The combined organic phases are dried over anhydrous magnesium sulphate, filtere... The reactants are C[Mg]Br (methylmagnesium bromide), O1C(=CC=C1)C=1OC(=C(N1)COC1=C(C=C(COC2=NN(C=C2/C=C/C(=O)N(C)OC)C2=CC=CC=C2)C=C1)OC)C ((2E)-3-{3-[(4-{[2-(2-furyl)-5-methyl-1,3-oxazol-4-yl]methoxy}-3-methoxybenzyl)oxy]-1-phenyl-1H-pyrazol-4-yl}-N-methoxy-N-methyl-2-propenamide), Cl (Hydrochloric acid). Run in O1CCCC1 (tetrahydrofuran). Conditions: time 2 hour. Yields the product O1C(=CC=C1)C=1OC(=C(N1)COC1=C(C=C(COC2=NN(C=C2/C=C/C(C)=O)C2=CC=CC=C2)C=C1)OC)C ((3E)-4-{3-[(4-{[2-(2-furyl)-5-methyl-1,3-oxazol-4-yl]methoxy}-3-methoxybenzyl)oxy]-1-phenyl-1H-pyrazol-4-yl}-3-buten-2-one). Isolated yield 68.0%. RXN SMILES: [O:1]1[CH:5]=[CH:4][CH:3]=[C:2]1[C:6]1[O:7][C:8]([CH3:42])=[C:9]([CH2:11][O:12][C:13]2[CH:39]=[CH:38][C:16]([CH2:17][O:18][C:19]3[C:23](/[CH:24]=[CH:25]/[C:26](N(OC)C)=[O:27])=[CH:22][N:21]([C:32]4[CH:37]=[CH:36][CH:35]=[CH:34][CH:33]=4)[N:20]=3)=[CH:15][C:14]=2[O:40][CH3:41])[N:10]=1.[CH3:43][Mg]Br.Cl>O1CCCC1>[O:1]1[CH:5]=[CH:4][CH:3]=[C:2]1[C:6]1[O:7][C:8]([CH3:42])=[C:9]([CH2:11][O:12][C:13]2[CH:39]=[CH:38][C:16]([CH2:17][O:18][C:19]3[C:23](/[CH:24]=[CH:25]/[C:26](=[O:27])[CH3:43])=[CH:22][N:21]([C:32]4[CH:33]=[CH:34][CH:35]=[CH:36][CH:37]=4)[N:20]=3)=[CH:15][C:14]=2[O:40][CH3:41])[N:10]=1. Procedure details: To a mixture of (2E)-3-{3-[(4-{[2-(2-furyl)-5-methyl-1,3-oxazol-4-yl]methoxy}-3-methoxybenzyl)oxy]-1-phenyl-1H-pyrazol-4-yl}-N-methoxy-N-methyl-2-propenamide (0.40 g) and tetrahydrofuran (30 mL) was added dropwise methylmagnesium bromide (1M tetrahydrofuran solution, 2.8 mL) at 0° C. and the mixture was stirred at room temperature for 2 hrs. 1N Hydrochloric acid was added to the reaction mixture, and the mixture was extracted with ethyl acetate. The organic layer was washed with saturated brine,...